describe an organic reaction: reactants, conditions, products, and yield From a dataset of the Open Reaction Database (ORD), a public repository of structured organic reaction records. Reactants: BrC1=CC=C(C=C1)C1=NSC2=C1C=CC(=C2)OCCCBr (3-(4-Bromo-phenyl)-6-(3-bromo-propoxy)-benzo[d]isothiazole), OCCN (Hydroxyethylamine). Yields the product BrC1=CC=C(C=C1)C1=NSC2=C1C=CC(=C2)OCCCNCCO (2-{3-[3-(4-Bromo-phenyl)-benzo[d]isothiazol-6-yloxy]-propylamino}-ethanol). Reaction SMILES: [Br:1][C:2]1[CH:7]=[CH:6][C:5]([C:8]2[C:12]3[CH:13]=[CH:14][C:15]([O:17][CH2:18][CH2:19][CH2:20]Br)=[CH:16][C:11]=3[S:10][N:9]=2)=[CH:4][CH:3]=1.[OH:22][CH2:23][CH2:24][NH2:25]>>[Br:1][C:2]1[CH:7]=[CH:6][C:5]([C:8]2[C:12]3[CH:13]=[CH:14][C:15]([O:17][CH2:18][CH2:19][CH2:20][NH:25][CH2:24][CH2:23][OH:22])=[CH:16][C:11]=3[S:10][N:9]=2)=[CH:4][CH:3]=1. Procedure details: In analogy to example 3.1, 3-(4-Bromo-phenyl)-6-(3-bromo-propoxy)-benzo[d]isothiazole and Hydroxyethylamine were converted to yield 2-{3-[3-(4-Bromo-phenyl)-benzo[d]isothiazol-6-yloxy]-propylamino}-ethanol as white semisolid, MS: 407 (MH+, 1Br).